From a dataset of the Open Reaction Database (ORD), a public repository of structured organic reaction records. describe an organic reaction: reactants, conditions, products, and yield The reactants are NC1=C(OC[C@@H](C(=O)O)NC(=O)OC(C)(C)C)C(=CC=C1)F ((S)-3-(2-amino-6-fluorophenoxy)-2-(tert-butoxycarbonylamino)propanoic acid), CCN=C=NCCCN(C)C (EDCI). Solvent: CN(C)C=O (DMF), CCOC(=O)C (EtOAc). Product: FC1=CC=CC2=C1OC[C@@H](C(N2)=O)NC(OC(C)(C)C)=O ((S)-tert-butyl 9-fluoro-4-oxo-2,3,4,5-tetrahydrobenzo[b][1,4]oxazepin-3-ylcarbamate). Isolated yield 42.0%. Reaction SMILES: [NH2:1][C:2]1[CH:21]=[CH:20][CH:19]=[C:18]([F:22])[C:3]=1[O:4][CH2:5][C@H:6]([NH:10][C:11]([O:13][C:14]([CH3:17])([CH3:16])[CH3:15])=[O:12])[C:7](O)=[O:8].CCN=C=NCCCN(C)C>CN(C=O)C.CCOC(C)=O>[F:22][C:18]1[C:3]2[O:4][CH2:5][C@H:6]([NH:10][C:11](=[O:12])[O:13][C:14]([CH3:17])([CH3:16])[CH3:15])[C:7](=[O:8])[NH:1][C:2]=2[CH:21]=[CH:20][CH:19]=1. Procedure: A solution of (S)-3-(2-amino-6-fluorophenoxy)-2-(tert-butoxycarbonylamino)propanoic acid (2.6 g, 8.27 mmol) and EDCI (1.97 mg, 10.3 mmol) in DMF (40 mL) was stirred at RT for 6 h. The mixture was diluted with EtOAc and washed with H2O. The combined aqueous layers were extracted with EtOAc. The combined organic extracts were dried over MgSO4, filtered and the filtrate was concentrated to give a residue that was purified by silica gel chromatography to afford (S)-tert-butyl 9-fluoro-4-oxo-2,3,4,5-... Starting materials: ClC=1N=C2N[C@H](C(NC2=CC1)=O)C ((3S)-6-Chloro-3-methyl-3,4-dihydro-1,4,5-triazanaphthalen-2(1H)-one), ClC(=O)OC(=C)C (isopropenyl chloroformate). Run in N1=CC=CC=C1 (pyridine). Reaction conditions: time 4 hour. Product: ClC=1N=C2N[C@H](C(N(C2=CC1)C(=O)OC(=C)C)=O)C ((3S)-6-Chloro-1-(isopropenyloxycarbonyl)-3-methyl-3,4-dihydro-1,4,5-triazanaphthalen-2(1H)-one). Reaction SMILES: [Cl:1][C:2]1[N:3]=[C:4]2[C:9](=[CH:10][CH:11]=1)[NH:8][C:7](=[O:12])[C@H:6]([CH3:13])[NH:5]2.Cl[C:15]([O:17][C:18]([CH3:20])=[CH2:19])=[O:16]>N1C=CC=CC=1>[Cl:1][C:2]1[N:3]=[C:4]2[C:9](=[CH:10][CH:11]=1)[N:8]([C:15]([O:17][C:18]([CH3:20])=[CH2:19])=[O:16])[C:7](=[O:12])[C@H:6]([CH3:13])[NH:5]2. Reported procedure: The compound of Example 2 (988 mg, 5.0 mmol) was dissolved in 30 ml of anhydrous pyridine. After addition of 0.6 ml (5.5 mmol) of isopropenyl chloroformate, the mixture was stirred at room temperature for 4 h and subsequently concentrated. The residue was dissolved in ethyl acetate and washed three times with water, dried (sodium sulfate) and concentrated. After chromatography on silica gel (ethyl acetate/heptane=1:2), the desired compound was isolated and crystallized from diethyl ether/pentane... The reactants are FC(S(=O)(=O)O)(F)F (trifluoromethanesulfonic acid), C([O-])([O-])=O.[La+3].C([O-])([O-])=O.C([O-])([O-])=O.[La+3] (lanthanum carbonate). The solvent is O (H2O). The product is [O-]S(=O)(=O)C(F)(F)F.[La+3].[O-]S(=O)(=O)C(F)(F)F.[O-]S(=O)(=O)C(F)(F)F (lanthanum triflate). Isolated yield 204.7%. As a reaction SMILES: [F:1][C:2]([F:8])([F:7])[S:3]([OH:6])(=[O:5])=[O:4].C(=O)([O-])[O-].[La+3:13].C(=O)([O-])[O-].C(=O)([O-])[O-].[La+3]>O>[O-:6][S:3]([C:2]([F:8])([F:7])[F:1])(=[O:5])=[O:4].[La+3:13].[O-:6][S:3]([C:2]([F:8])([F:7])[F:1])(=[O:5])=[O:4].[O-:6][S:3]([C:2]([F:8])([F:7])[F:1])(=[O:5])=[O:4] |f:1.2.3.4.5,7.8.9.10|. Reported procedure: 40 ml of H2O are placed in a 100 ml round-bottomed flask having a magnetic stirrer, and 12.78 g (85 mmol) of trifluoromethanesulfonic acid are weighed in. With stirring, 14.15 g (15 mmol) of lanthanum carbonate are added. The neutral suspension is filtered, and the filtrate is concentrated by evaporation in a rotary evaporator and then dried under a high vacuum. 18.0 g of lanthanum triflate are obtained in the form of a white powder. Starting materials: CC(=O)Nc1nc2c(Oc3cc(-c4ccc(C(F)(F)F)cc4C#CC4CCCCN4CC(C)C)ncn3)cccc2s1, Cl, C1COCCO1. Yields the product CC(=O)Nc1nc2c(Oc3cc(-c4ccc(C(F)(F)F)cc4CCC4CCCCN4CC(C)C)ncn3)cccc2s1. Reaction SMILES: [CH2:2]([CH:3]([CH3:4])[CH3:5])[N:6]1[CH:7]([C:12]#[C:13][c:14]2[c:15](-[c:24]3[cH:25][c:26]([O:30][c:31]4[cH:32][cH:33][cH:34][c:35]5[c:36]4[n:37][c:38]([NH:40][C:41]([CH3:42])=[O:43])[s:39]5)[n:27][cH:28][n:29]3)[cH:16][cH:17][c:18]([C:20]([F:21])([F:22])[F:23])[cH:19]2)[CH2:8][CH2:9][CH2:10][CH2:11]1.[ClH:1].[O:44]1[CH2:45][CH2:46][O:47][CH2:48][CH2:49]1>>[CH2:2]([CH:3]([CH3:4])[CH3:5])[N:6]1[CH:7]([CH2:12][CH2:13][c:14]2[c:15](-[c:24]3[cH:25][c:26]([O:30][c:31]4[cH:32][cH:33][cH:34][c:35]5[c:36]4[n:37][c:38]([NH:40][C:41]([CH3:42])=[O:43])[s:39]5)[n:27][cH:28][n:29]3)[cH:16][cH:17][c:18]([C:20]([F:21])([F:22])[F:23])[cH:19]2)[CH2:8][CH2:9][CH2:10][CH2:11]1. Reactants: ClCCl, O=S(Cl)Cl, OCc1cc2ncc(Oc3nc4ncccc4s3)cc2o1. Yields the product ClCc1cc2ncc(Oc3nc4ncccc4s3)cc2o1. RXN SMILES: [Cl:26][CH2:27][Cl:28].[S:22]([Cl:23])([Cl:24])=[O:25].[s:1]1[c:2]([O:10][c:11]2[cH:12][c:13]3[c:14]([n:15][cH:16]2)[cH:17][c:18]([CH2:20][OH:21])[o:19]3)[n:3][c:4]2[n:5][cH:6][cH:7][cH:8][c:9]12>>[s:1]1[c:2]([O:10][c:11]2[cH:12][c:13]3[c:14]([n:15][cH:16]2)[cH:17][c:18]([CH2:20][Cl:24])[o:19]3)[n:3][c:4]2[n:5][cH:6][cH:7][cH:8][c:9]12.